Task: describe an organic reaction: reactants, conditions, products, and yield. Dataset: the Open Reaction Database (ORD), a public repository of structured organic reaction records Reactants: BrN1C(N(C(NC1=O)=O)Br)=O (Dibromoisocyanuric acid), C(C)OC=1C=C(C=CC1C=O)C1=C(C=C(C=C1)F)F (3-ethoxy-2′,4′-difluorobiphenyl-4-carbaldehyde), O (Water). Run in CN(C)C=O (DMF). Reaction conditions: time 4 hour. Product: BrC1=C(C=C(C(=C1)C=O)OCC)C1=C(C=C(C=C1)F)F (2-Bromo-5-ethoxy-2′,4′-difluorobiphenyl-4-carbaldehyde). Isolated yield 148.8%. Reaction SMILES: [Br:1]N1C(=O)NC(=O)N(Br)C1=O.[CH2:12]([O:14][C:15]1[CH:16]=[C:17]([C:23]2[CH:28]=[CH:27][C:26]([F:29])=[CH:25][C:24]=2[F:30])[CH:18]=[CH:19][C:20]=1[CH:21]=[O:22])[CH3:13].O>CN(C=O)C>[Br:1][C:18]1[CH:19]=[C:20]([CH:21]=[O:22])[C:15]([O:14][CH2:12][CH3:13])=[CH:16][C:17]=1[C:23]1[CH:28]=[CH:27][C:26]([F:29])=[CH:25][C:24]=1[F:30]. Procedure: Dibromoisocyanuric acid (3.39 g) was added to a solution of 3-ethoxy-2′,4′-difluorobiphenyl-4-carbaldehyde (5.16 g) in DMF (30 mL) at room temperature. The mixture was stirred at room temperature for 4 hours. Water (6 mL) was added to the mixture. Then the crystalline seed was added to the mixture. The mixture was stirred at room temperature for 1 hour. The precipitate was collected by filtration, washed with DMF-water (8 mL-2 mL), and dried at 70° C. to give the title compound (6.00 g). Reactants: five, C(C)(C)(C)C1=CC=CC1 (tert-butylcyclopentadiene), C(C)(=O)O (acetic acid). The solvent is CC(=O)C (acetone). Reaction conditions: time 18 hour. Yields the product C(C)(C)(C)C1=CC2=C(CC(C2=C1)(C)C)C (5-tert-butyl-1,1,3-trimethyl-1,2-dihydropentalene). As a reaction SMILES: [C:1]([C:5]1[CH2:9][CH:8]=[CH:7][CH:6]=1)([CH3:4])([CH3:3])[CH3:2].[C:10](O)(=O)[CH3:11]>CC(C)=O>[C:1]([C:5]1[CH:9]=[C:8]2[C:7](=[C:10]([CH3:11])[CH2:2][C:1]2([CH3:4])[CH3:3])[CH:6]=1)([CH3:4])([CH3:3])[CH3:2]. Procedure: In a 1000 ml five neck flask, 24.97 g (204 mmol) of tert-butylcyclopentadiene and 399.04 g of acetone were placed. In an ice water bath, 82.1 g (1.15 mol) of pyrolydine was dropwise added, followed by stirring for 18 hours under reflux. In an ice water bath, 70.91 g (1.18 mol) of acetic acid was dropwise added. From the resulting crude product, the solvent was distilled off under reduced pressure (150 torr, 40° C.), and the resulting product was washed with water, a 5% acetic acid solution, a sa... Starting materials: CN(S(=O)(=O)N1C(=NC=C1)[Sn](CCCC)(CCCC)CCCC)C (N-Dimethylaminosulfonyl-2-(tributylstannyl)imidazole), C=1(C(=CC=CC1)C(=O)O[C@H]1C[C@@H](O[C@@H]1COC(=O)C=1C(=CC=CC1)C)N1C=CC=2C1=NC=CC2I)C (1-[2-deoxy-3,5-di-O-(toluoyl)-β-D-ribofuranosyl]-4-iodo-pyrrolo[2,3-b]pyridine), [Cl-].[Li+] (lithium chloride). Reagents/catalysts: C=1C=CC(=CC1)[P](C=2C=CC=CC2)(C=3C=CC=CC3)[Pd]([P](C=4C=CC=CC4)(C=5C=CC=CC5)C=6C=CC=CC6)([P](C=7C=CC=CC7)(C=8C=CC=CC8)C=9C=CC=CC9)[P](C=1C=CC=CC1)(C=1C=CC=CC1)C=1C=CC=CC1 (tetrakis(triphenylphosphine)palladium). The solvent is O1CCOCC1 (dioxane). Reaction conditions: temperature 120 celsius, time 4 hour. The product is [C@@H]1(C[C@H](O)[C@H](O1)CO)N1C=CC=2C1=NC=CC2C=2N(C=CN2)S(=O)(=O)N(C)C (1-(2-deoxy-β-D-ribofuranosyl)-4-(N-dimethylaminosulfonyl-2-imidazolyl)-pyrrolo[2,3-b]pyridine). The yield is 53.5%. As a reaction SMILES: [CH3:1][N:2]([CH3:24])[S:3]([N:6]1[CH:10]=[CH:9][N:8]=[C:7]1[Sn](CCCC)(CCCC)CCCC)(=[O:5])=[O:4].C1(C)C(C([O:33][C@@H:34]2[C@@H:38]([CH2:39][O:40]C(C3C(C)=CC=CC=3)=O)[O:37][C@@H:36]([N:50]3[C:54]4=[N:55][CH:56]=[CH:57][C:58](I)=[C:53]4[CH:52]=[CH:51]3)[CH2:35]2)=O)=CC=CC=1.[Cl-].[Li+]>O1CCOCC1.C1C=CC([P]([Pd]([P](C2C=CC=CC=2)(C2C=CC=CC=2)C2C=CC=CC=2)([P](C2C=CC=CC=2)(C2C=CC=CC=2)C2C=CC=CC=2)[P](C2C=CC=CC=2)(C2C=CC=CC=2)C2C=CC=CC=2)(C2C=CC=CC=2)C2C=CC=CC=2)=CC=1>[C@@H:36]1([N:50]2[C:54]3=[N:55][CH:56]=[CH:57][C:58]([C:7]4[N:6]([S:3]([N:2]([CH3:1])[CH3:24])(=[O:4])=[O:5])[CH:10]=[CH:9][N:8]=4)=[C:53]3[CH:52]=[CH:51]2)[O:37][C@H:38]([CH2:39][OH:40])[C@@H:34]([OH:33])[CH2:35]1 |f:2.3,^1:72,74,93,112|. Reported procedure: N-Dimethylaminosulfonyl-2-(tributylstannyl)imidazole (930 mg, 2.0 mmol) was added to a solution of 1-[2-deoxy-3,5-di-O-(toluoyl)-β-D-ribofuranosyl]-4-iodo-pyrrolo[2,3-b]pyridine (596 mg, 1.0 mmol), lithium chloride (42 mg, 1.0 mmol), and tetrakis(triphenylphosphine)palladium (58 mg, 0.05 mmol) in dioxane (10 mL), followed by stirring at 120° C. for 4 hr. The reaction solution was concentrated and was then purified with a silica gel column, and methanolic ammonia (30 mL) was added thereto. The re...